From a dataset of the Open Reaction Database (ORD), a public repository of structured organic reaction records. describe an organic reaction: reactants, conditions, products, and yield Starting materials: C(C)OC(=O)C=1N=CC=2NC3=CC=C(C=C3C2C1COC)C(=O)O (3-ethoxycarbonyl-4-methoxymethyl-β-carboline-6-carboxylic acid), C([O-])([O-])=O.[Cs+].[Cs+] (cesium carbonate). Solvent: O (water), O (water), C(C)O (ethanol). Run at time 3 hour. Product: C(C)OC(=O)C=1N=CC=2NC3=CC=C(C=C3C2C1COC)C(=O)OC (6-methoxycarbonyl-4-methoxymethyl-β-carboline-3-carboxylic acid ethyl ester). The yield is 43.7%. RXN SMILES: [CH2:1]([O:3][C:4]([C:6]1[N:7]=[CH:8][C:9]2[NH:10][C:11]3[C:16]([C:17]=2[C:18]=1[CH2:19][O:20][CH3:21])=[CH:15][C:14]([C:22]([OH:24])=[O:23])=[CH:13][CH:12]=3)=[O:5])[CH3:2].[C:25](=O)([O-])[O-].[Cs+].[Cs+]>C(O)C.O>[CH2:1]([O:3][C:4]([C:6]1[N:7]=[CH:8][C:9]2[NH:10][C:11]3[C:16]([C:17]=2[C:18]=1[CH2:19][O:20][CH3:21])=[CH:15][C:14]([C:22]([O:24][CH3:25])=[O:23])=[CH:13][CH:12]=3)=[O:5])[CH3:2] |f:1.2.3|. Procedure details: 202 mg of 3-ethoxycarbonyl-4-methoxymethyl-β-carboline-6-carboxylic acid is combined in 15 ml of ethanol and 5 ml of water with 206 mg of cesium carbonate in 1.5 ml of water and stirred until a clear solution is obtained. The solution is then evaporated to dryness, taken up in 10 ml of dimethylformamide, 0.14 ml of methyl iodide is added, and the mixture is agitated at room temperature for 3 hours. After evaporation, the mixture is distributed in methylene chloride/saturated sodium chloride solu... The reactants are O=Cc1sc(Cl)cc1Cl, [Na], O=S(O)c1ccccc1. Product: O=Cc1sc(Cl)cc1S(=O)(=O)c1ccccc1. As a reaction SMILES: [Cl:1][c:2]1[c:3]([CH:8]=[O:9])[s:4][c:5]([Cl:7])[cH:6]1.[Na:10].[c:11]1([S:17](=[O:18])[OH:19])[cH:12][cH:13][cH:14][cH:15][cH:16]1>>[c:2]1([S:17]([c:11]2[cH:12][cH:13][cH:14][cH:15][cH:16]2)(=[O:18])=[O:19])[c:3]([CH:8]=[O:9])[s:4][c:5]([Cl:7])[cH:6]1.